This data is from the Open Reaction Database (ORD), a public repository of structured organic reaction records. The task is: describe an organic reaction: reactants, conditions, products, and yield The reactants are NC=1N(C2=NC(=CC=C2C(C1C(=O)NC)=O)Cl)CC (2-amino-7-chloro-1-ethyl-N-methyl-4-oxo-1,4-dihydro[1,8]naphthyridine-3-carboxamide), N1=C(C=NC=C1)C(C)(C#C)O ((±)-2-pyrazin-2-ylbut-3-yn-2-ol). Yields the product NC=1N(C2=NC(=CC=C2C(C1C(=O)NC)=O)C#CC(C)(C1=NC=CN=C1)O)CC ((±)-2-Amino-1-ethyl-7-(3-hydroxy-3-pyrazin-2-ylbut-1-yn-1-yl)-N-methyl-4-oxo-1,4-dihydro-1,8-naphthyridine-3-carboxamide). Procedure details: A suspension of 1 g (3.56 mmol) of 2-amino-7-chloro-1-ethyl-N-methyl-4-oxo-1,4-dihydro[1,8]naphthyridine-3-carboxamide in 25 ml of a DMF/Et3N mixture (V/V; 2.5/1) is placed in a 10 ml microwave tube. This suspension is sparged with argon for 10 minutes and then 0.792 g of (±)-2-pyrazin-2-ylbut-3-yn-2-ol (5.34 mmol), 0.068 g of CuI (0.36 mmol) and 0.125 g of bis(triphenylphosphine) palladium(II)dichloride (0.18 mmol) are successively added. As a reaction SMILES: [NH2:1][C:2]1[N:3]([CH2:18][CH3:19])[C:4]2[C:9]([C:10](=[O:16])[C:11]=1[C:12]([NH:14][CH3:15])=[O:13])=[CH:8][CH:7]=[C:6](Cl)[N:5]=2.[N:20]1[CH:25]=[CH:24][N:23]=[CH:22][C:21]=1[C:26]([OH:30])([C:28]#[CH:29])[CH3:27]>CN(C=O)C.CCN(CC)CC.[Cu]I.C1C=CC(P(C2C=CC=CC=2)C2C=CC=CC=2)=CC=1.C1C=CC(P(C2C=CC=CC=2)C2C=CC=CC=2)=CC=1.Cl[Pd]Cl>[NH2:1][C:2]1[N:3]([CH2:18][CH3:19])[C:4]2[C:9]([C:10](=[O:16])[C:11]=1[C:12]([NH:14][CH3:15])=[O:13])=[CH:8][CH:7]=[C:6]([C:29]#[C:28][C:26]([OH:30])([C:21]1[CH:22]=[N:23][CH:24]=[CH:25][N:20]=1)[CH3:27])[N:5]=2 |f:2.3,5.6.7|. Reagents/catalysts: [Cu]I (CuI), C1=CC=C(C=C1)P(C2=CC=CC=C2)C3=CC=CC=C3.C1=CC=C(C=C1)P(C2=CC=CC=C2)C3=CC=CC=C3.Cl[Pd]Cl (bis(triphenylphosphine) palladium(II)dichloride). Solvent: CN(C)C=O.CCN(CC)CC (DMF Et3N). Product: C1(CC1)C1=NC(=NO1)C1=CC=C(CN(CCCC=2C=C(OC(C(=O)O)(C)C)C=CC2)C=2OC(=CN2)C2=CC=CC=C2)C=C1 (2-(3-{3-[[4-(5-Cyclopropyl-1,2,4-oxadiazol-3-yl)benzyl](5-phenyl-1,3-oxazol-2-yl)amino]propyl}phenoxy)-2-methylpropanoic acid). Reported procedure: Similarly prepared from tert-butyl 2-[3-(3-{[4-(5-cyclopropyl-1,2,4-oxadiazol-3-yl)benzyl]amino}propyl)phenoxy]-2-methylpropanoate and 2-chloro-5-phenyl-oxazole (ref. GB1552125). The reactants are C1(CC1)C1=NC(=NO1)C1=CC=C(CNCCCC=2C=C(OC(C(=O)OC(C)(C)C)(C)C)C=CC2)C=C1 (tert-butyl 2-[3-(3-{[4-(5-cyclopropyl-1,2,4-oxadiazol-3-yl)benzyl]amino}propyl)phenoxy]-2-methylpropanoate), ClC=1OC(=CN1)C1=CC=CC=C1 (2-chloro-5-phenyl-oxazole). RXN SMILES: [CH:1]1([C:4]2[O:8][N:7]=[C:6]([C:9]3[CH:36]=[CH:35][C:12]([CH2:13][NH:14][CH2:15][CH2:16][CH2:17][C:18]4[CH:19]=[C:20]([CH:32]=[CH:33][CH:34]=4)[O:21][C:22]([CH3:31])([CH3:30])[C:23]([O:25]C(C)(C)C)=[O:24])=[CH:11][CH:10]=3)[N:5]=2)[CH2:3][CH2:2]1.Cl[C:38]1[O:39][C:40]([C:43]2[CH:48]=[CH:47][CH:46]=[CH:45][CH:44]=2)=[CH:41][N:42]=1>>[CH:1]1([C:4]2[O:8][N:7]=[C:6]([C:9]3[CH:10]=[CH:11][C:12]([CH2:13][N:14]([C:38]4[O:39][C:40]([C:43]5[CH:48]=[CH:47][CH:46]=[CH:45][CH:44]=5)=[CH:41][N:42]=4)[CH2:15][CH2:16][CH2:17][C:18]4[CH:19]=[C:20]([CH:32]=[CH:33][CH:34]=4)[O:21][C:22]([CH3:30])([CH3:31])[C:23]([OH:25])=[O:24])=[CH:35][CH:36]=3)[N:5]=2)[CH2:2][CH2:3]1. Reactants: C[O-].[Na+] (Sodium methoxide), I.N=C1SC=CN1C (2-imino-3-methylthiazoline hydroiodide), C1(=CC=CC=C1)N=C=S (Phenyl isothiocyanate). Run in C(C)O (ethanol), C1(=CC=CC=C1)C (toluene). Yields the product CN1C(SC=C1)=NC(=S)NC1=CC=CC=C1 (1-(3-Methylthiazolin-2-ylidene)-3-phenyl-2-thiourea). RXN SMILES: C[O-].[Na+].I.[NH:5]=[C:6]1[N:10]([CH3:11])[CH:9]=[CH:8][S:7]1.[C:12]1([N:18]=[C:19]=[S:20])[CH:17]=[CH:16][CH:15]=[CH:14][CH:13]=1>C(O)C.C1(C)C=CC=CC=1>[CH3:11][N:10]1[CH:9]=[CH:8][S:7][C:6]1=[N:5][C:19]([NH:18][C:12]1[CH:17]=[CH:16][CH:15]=[CH:14][CH:13]=1)=[S:20] |f:0.1,2.3|. Procedure: Sodium methoxide (5.40 g) was added to a stirred mixture of 2-imino-3-methylthiazoline hydroiodide (24.95 g) in ethanol (100 ml) and the mixture brought to reflux. Phenyl isothiocyanate (16.35 g) in toluene (50 ml) was added over 30 minutes and reflux continued for a further hour then cooled in ice. The solid obtained on filtration and washing with ethanol and water was dried to give the product, mpt 172.5°-173.5°. Recrystallisation from iso-propanol gave analytically pure product, mpt 173.5°-17... Starting materials: CO, Cl, CCOC(=O)c1nc(-c2c(F)cccc2F)oc1-c1cccs1, [K+], [OH-]. The product is O=C(O)c1nc(-c2c(F)cccc2F)oc1-c1cccs1. As a reaction SMILES: [CH3:27][OH:28].[ClH:26].[F:1][c:2]1[c:3](-[c:9]2[o:10][c:11](-[c:19]3[s:20][cH:21][cH:22][cH:23]3)[c:12]([C:14](=[O:15])[O:16][CH2:17][CH3:18])[n:13]2)[c:4]([F:8])[cH:5][cH:6][cH:7]1.[K+:25].[OH-:24]>>[F:1][c:2]1[c:3](-[c:9]2[o:10][c:11](-[c:19]3[s:20][cH:21][cH:22][cH:23]3)[c:12]([C:14](=[O:15])[OH:16])[n:13]2)[c:4]([F:8])[cH:5][cH:6][cH:7]1. Starting materials: [Br-], CCC1(CC(=O)OC)CCC=CC1=O, C1CCOC1, [Mg+]C1CCCC1. The product is CCC1(CC(=O)OC)CCC(C2CCCC2)CC1=O. Reaction SMILES: [Br-:1].[C:8](=[O:9])([O:10][CH3:11])[CH2:12][C:13]1([CH2:20][CH3:21])[CH2:14][CH2:15][CH:16]=[CH:17][C:18]1=[O:19].[CH2:22]1[O:23][CH2:24][CH2:25][CH2:26]1.[CH:2]1([Mg+:7])[CH2:3][CH2:4][CH2:5][CH2:6]1>>[CH:2]1([CH:16]2[CH2:15][CH2:14][C:13]([CH2:12][C:8](=[O:9])[O:10][CH3:11])([CH2:20][CH3:21])[C:18](=[O:19])[CH2:17]2)[CH2:3][CH2:4][CH2:5][CH2:6]1. The reactants are CCO, O=[N+]([O-])c1ccc2ncnc(Nc3ccccc3)c2c1, NN, [Ni], O, O. The product is Nc1ccc2ncnc(Nc3ccccc3)c2c1. As a reaction SMILES: [CH2:25]([OH:26])[CH3:27].[N+:1]([O-:2])(=[O:3])[c:4]1[cH:5][c:6]2[c:7]([NH:14][c:15]3[cH:16][cH:17][cH:18][cH:19][cH:20]3)[n:8][cH:9][n:10][c:11]2[cH:12][cH:13]1.[NH2:22][NH2:23].[Ni:28].[OH2:21].[OH2:24]>>[NH2:1][c:4]1[cH:5][c:6]2[c:7]([NH:14][c:15]3[cH:16][cH:17][cH:18][cH:19][cH:20]3)[n:8][cH:9][n:10][c:11]2[cH:12][cH:13]1.